Task: describe an organic reaction: reactants, conditions, products, and yield. Dataset: the Open Reaction Database (ORD), a public repository of structured organic reaction records Starting materials: OC(C)C=1C=C(C=CC1)NC(OC(C)(C)C)=O (tert-butyl 3-(1-hydroxyethyl)phenylcarbamate), BrP(Br)Br (tribromophosphine). The solvent is C(Cl)Cl (CH2Cl2), C1CCOC1 (THF). Conditions: temperature 5 celsius, time 1.5 hour. Yields the product BrC(C)C=1C=C(C=CC1)NC(OC(C)(C)C)=O (tert-Butyl 3-(1-bromoethyl)phenylcarbamate). The yield is 77.7%. Reaction SMILES: O[CH:2]([C:4]1[CH:5]=[C:6]([NH:10][C:11](=[O:17])[O:12][C:13]([CH3:16])([CH3:15])[CH3:14])[CH:7]=[CH:8][CH:9]=1)[CH3:3].[Br:18]P(Br)Br>C(Cl)Cl.C1COCC1>[Br:18][CH:2]([C:4]1[CH:5]=[C:6]([NH:10][C:11](=[O:17])[O:12][C:13]([CH3:16])([CH3:15])[CH3:14])[CH:7]=[CH:8][CH:9]=1)[CH3:3]. Procedure details: To a solution of tert-butyl 3-(1-hydroxyethyl)phenylcarbamate (5.8 g, 24.44 mmol) in CH2Cl2 (30 mL) and THF (20 mL) at 0° C. was added tribromophosphine (1 M solution in CH2Cl2, 24.44 mL, 24.44 mmol). The reaction was stirred at 0-10° C. for 1.5 h and then quenched with water. The mixture was extracted with CH2Cl2. The organic layer was washed with saturated NaHCO3 and brine, dried over anhydrous MgSO4, filtered and concentrated to afford the title compound (5.7 g, 78% yield) as a colorless oil.... The reactants are NCCCO (3-amino-propan-1-ol), N1=C(C=CC2=CC=CC=C12)C=O (quinoline-2-carbaldehyde). The product is N1=C(C=CC2=CC=CC=C12)CNCCCO (3-[(Quinolin-2-ylmethyl)-amino]-propan-1-ol). Reaction SMILES: [NH2:1][CH2:2][CH2:3][CH2:4][OH:5].[N:6]1[C:15]2[C:10](=[CH:11][CH:12]=[CH:13][CH:14]=2)[CH:9]=[CH:8][C:7]=1[CH:16]=O>>[N:6]1[C:15]2[C:10](=[CH:11][CH:12]=[CH:13][CH:14]=2)[CH:9]=[CH:8][C:7]=1[CH2:16][NH:1][CH2:2][CH2:3][CH2:4][OH:5]. Reported procedure: prepared by reaction of 3-amino-propan-1-ol with quinoline-2-carbaldehyde Starting materials: C(C)(C)(C)OC(=O)N1[C@H](CN[C@@H](C1)C)C (trans-1-(tert-butoxycarbonyl)-2,5-dimethylpiperazine), ClS(=O)(=O)C1=C2C(=CN=CC2=CC=C1)C (5-chlorosulfonyl-4-methylisoquinoline). Yields the product Cl.Cl.C[C@@H]1N(C[C@H](NC1)C)S(=O)(=O)C1=C2C(=CN=CC2=CC=C1)C (Trans-2,5-Dimethyl-1-[(4-methyl-5-isoquinolinyl)sulfonyl]piperazine dihydrochloride). The yield is 82.8%. Reaction SMILES: C(OC([N:8]1[CH2:13][C@@H:12]([CH3:14])[NH:11][CH2:10][C@@H:9]1[CH3:15])=O)(C)(C)C.[Cl:16][S:17]([C:20]1[CH:29]=[CH:28][CH:27]=[C:26]2[C:21]=1[C:22]([CH3:30])=[CH:23][N:24]=[CH:25]2)(=[O:19])=[O:18]>>[ClH:16].[ClH:16].[CH3:15][C@H:9]1[CH2:10][NH:11][C@H:12]([CH3:14])[CH2:13][N:8]1[S:17]([C:20]1[CH:29]=[CH:28][CH:27]=[C:26]2[C:21]=1[C:22]([CH3:30])=[CH:23][N:24]=[CH:25]2)(=[O:18])=[O:19] |f:2.3.4|. Procedure: Using 0.34 g of trans-1-(tert-butoxycarbonyl)-2,5-dimethylpiperazine and 0.64 g of 5-chlorosulfonyl-4-methylisoquinoline, the procedure of Example 1 was otherwise repeated to provide 0.43 g of the objective compound (white crystals).